The task is: describe an organic reaction: reactants, conditions, products, and yield. This data is from the Open Reaction Database (ORD), a public repository of structured organic reaction records. Starting materials: CO, COC(=O)CCc1ccc(Sc2ccc(NC(=O)c3ccc(Cl)c(Cl)c3)cn2)cc1, O=C(OO)c1cccc(Cl)c1, ClCCl. Yields the product COC(=O)CCc1ccc(S(=O)c2ccc(NC(=O)c3ccc(Cl)c(Cl)c3)cn2)cc1. RXN SMILES: [CH3:42][OH:43].[Cl:1][c:2]1[cH:3][c:4]([C:5](=[O:6])[NH:7][c:8]2[cH:9][cH:10][c:11]([S:14][c:15]3[cH:16][cH:17][c:18]([CH2:21][CH2:22][C:23](=[O:24])[O:25][CH3:26])[cH:19][cH:20]3)[n:12][cH:13]2)[cH:27][cH:28][c:29]1[Cl:30].[Cl:31][c:32]1[cH:33][cH:34][cH:35][c:36]([C:37]([O:38][OH:40])=[O:39])[cH:41]1.[Cl:44][CH2:45][Cl:46]>>[Cl:1][c:2]1[cH:3][c:4]([C:5](=[O:6])[NH:7][c:8]2[cH:9][cH:10][c:11]([S:14]([c:15]3[cH:16][cH:17][c:18]([CH2:21][CH2:22][C:23](=[O:24])[O:25][CH3:26])[cH:19][cH:20]3)=[O:39])[n:12][cH:13]2)[cH:27][cH:28][c:29]1[Cl:30]. Reaction SMILES: [Br:1][c:2]1[cH:3][cH:4][c:5]2[n:6][cH:7][c:8](=[O:18])[n:9]([CH2:12][CH:13]3[O:14][CH2:17][CH2:16][O:15]3)[c:10]2[cH:11]1.[OH:19][C:20]([C:21]([F:22])([F:23])[F:24])=[O:25]>>[Br:1][c:2]1[cH:3][cH:4][c:5]2[n:6][cH:7][c:8](=[O:18])[n:9]([CH2:12][CH:13]=[O:14])[c:10]2[cH:11]1. The reactants are O=c1cnc2ccc(Br)cc2n1CC1OCCO1, O=C(O)C(F)(F)F. The product is O=CCn1c(=O)cnc2ccc(Br)cc21. Run in ClCCl (dichloromethane). The reactants are N1CCSCC1 (thiomorpholine), C(C)(=O)O[BH-](OC(C)=O)OC(C)=O.[Na+] (sodium triacetoxyborohydride), ClC1=C2CNC(C2=C(C=C1)C=1N(C2=CC=C(C=C2C1)C=O)C(=O)OC(C)(C)C)=O (4-chloro-7-[1-(tert-butoxycarbonyl)-5-formylindol-2-yl]isoindolinone). Procedure details: In a similar manner to Step 1 of Example 56, 4-chloro-7-[1-(tert-butoxycarbonyl)-5-formylindol-2-yl]isoindolinone (20.0 mg, 0.0487 mmol) was dissolved in dichloromethane (0.5 mL). The solution was treated with thiomorpholine (0.020 mL, 0.20 mmol) and sodium triacetoxyborohydride (32 mg, 0.15 mmol) to obtain 4-chloro-7-[1-(tert-butoxycarbonyl)-5-(thiomorpholinomethyl)indol-2-yl]isoindolinone. RXN SMILES: [Cl:1][C:2]1[CH:10]=[CH:9][C:8]([C:11]2[N:12]([C:22]([O:24][C:25]([CH3:28])([CH3:27])[CH3:26])=[O:23])[C:13]3[C:18]([CH:19]=2)=[CH:17][C:16]([CH:20]=O)=[CH:15][CH:14]=3)=[C:7]2[C:3]=1[CH2:4][NH:5][C:6]2=[O:29].[NH:30]1[CH2:35][CH2:34][S:33][CH2:32][CH2:31]1.C(O[BH-](OC(=O)C)OC(=O)C)(=O)C.[Na+]>ClCCl>[Cl:1][C:2]1[CH:10]=[CH:9][C:8]([C:11]2[N:12]([C:22]([O:24][C:25]([CH3:26])([CH3:28])[CH3:27])=[O:23])[C:13]3[C:18]([CH:19]=2)=[CH:17][C:16]([CH2:20][N:30]2[CH2:35][CH2:34][S:33][CH2:32][CH2:31]2)=[CH:15][CH:14]=3)=[C:7]2[C:3]=1[CH2:4][NH:5][C:6]2=[O:29] |f:2.3|. The product is ClC1=C2CNC(C2=C(C=C1)C=1N(C2=CC=C(C=C2C1)CN1CCSCC1)C(=O)OC(C)(C)C)=O (4-chloro-7-[1-(tert-butoxycarbonyl)-5-(thiomorpholinomethyl)indol-2-yl]isoindolinone). Product: C(#N)C1=NC=C(N=C1C#N)SC1=CC=CC=C1 (2,3-dicyano-5-(phenylthio)pyrazine). As a reaction SMILES: [C:1]([C:3]1[C:8]([C:9]#[N:10])=[N:7][C:6](Cl)=[CH:5][N:4]=1)#[N:2].[C:12]1([SH:18])[CH:17]=[CH:16][CH:15]=[CH:14][CH:13]=1.[OH-].[Na+].O>CC(C)=O>[C:1]([C:3]1[C:8]([C:9]#[N:10])=[N:7][C:6]([S:18][C:12]2[CH:17]=[CH:16][CH:15]=[CH:14][CH:13]=2)=[CH:5][N:4]=1)#[N:2] |f:2.3|. Isolated yield 47.8%. Procedure: 2,3-Dicyano-5-chloropyrazine (0.83 g; 0.005 mole) was dissolved in 25 ml of acetone. The solution was cooled to 0° to 3° C., and with stirring, a solution prepared from 0.55 g (0.005 mole) of thiophenol, 0.21 g (0.005 mole) of sodium hydroxide, 1 ml of water, and 20 ml of acetone was added dropwise over the period of 10 minutes. Then, the reaction mixture was worked up in the same way as in Example 7, and recrystallized from benzene to afford 0.57 g (yield 48%) of 2,3-dicyano-5-(phenylthio)pyraz... Solvent: CC(=O)C (acetone), CC(=O)C (acetone). The reactants are C(#N)C1=NC=C(N=C1C#N)Cl (2,3-Dicyano-5-chloropyrazine), C1(=CC=CC=C1)S (thiophenol), [OH-].[Na+] (sodium hydroxide), O (water). Starting materials: CC(=O)O, CO, Nc1nc(Cl)ccc1[N+](=O)[O-], [Zn]. Product: Nc1ccc(Cl)nc1N. RXN SMILES: [CH3:12][C:13](=[O:14])[OH:15].[CH3:16][OH:17].[Cl:1][c:2]1[cH:3][cH:4][c:5]([N+:9]([O-:10])=[O:11])[c:6]([NH2:8])[n:7]1.[Zn:18]>>[Cl:1][c:2]1[cH:3][cH:4][c:5]([NH2:9])[c:6]([NH2:8])[n:7]1.